describe an organic reaction: reactants, conditions, products, and yield From a dataset of the Open Reaction Database (ORD), a public repository of structured organic reaction records. Reactants: CS(=O)(=O)c1cc(Br)cc([N+](=O)[O-])c1, C1CCOC1. Product: CS(=O)(=O)c1cc(N)cc(Br)c1. RXN SMILES: [Br:1][c:2]1[cH:3][c:4]([S:11](=[O:12])(=[O:13])[CH3:14])[cH:5][c:6]([N+:8]([O-:9])=[O:10])[cH:7]1.[CH2:15]1[O:16][CH2:17][CH2:18][CH2:19]1>>[Br:1][c:2]1[cH:3][c:4]([S:11](=[O:12])(=[O:13])[CH3:14])[cH:5][c:6]([NH2:8])[cH:7]1. Starting materials: FC1=CC=C(C=C1)CN1C=NC2=C1C=CC=C2 (1-[(4-fluorophenyl)methyl]-1H-benzimidazole), C(CCC)[Li] (n-butyl lithium), COC1=CC=C(C=C1)CCN1CCC(CC1)C(=O)OC (1-[2-(4-methoxyphenyl)ethyl]-4-piperidinecarboxylic acid, methyl ester). The solvent is CCCCCC (hexane), C1CCOC1 (THF), C1CCOC1 (THF). Reaction conditions: time 17.5 minute. Yields the product COC1=CC=C(C=C1)CCN1CCC(CC1)C=O ([1-[2-(4methoxyphenyl)ethyl]-4-piperidinyl]methanone). Reaction SMILES: FC1C=CC(CN2C3C=CC=CC=3N=C2)=CC=1.C([Li])CCC.[CH3:23][O:24][C:25]1[CH:30]=[CH:29][C:28]([CH2:31][CH2:32][N:33]2[CH2:38][CH2:37][CH:36]([C:39](OC)=[O:40])[CH2:35][CH2:34]2)=[CH:27][CH:26]=1>C1COCC1.CCCCCC>[CH3:23][O:24][C:25]1[CH:30]=[CH:29][C:28]([CH2:31][CH2:32][N:33]2[CH2:38][CH2:37][CH:36]([CH:39]=[O:40])[CH2:35][CH2:34]2)=[CH:27][CH:26]=1. Procedure: To a stirred, -78° C., solution of 1-[(4-fluorophenyl)methyl]-1H-benzimidazole (1.13 g, 5.00×10-3 mole) and dry THF (12 ml) under argon was added a 2.5 molar hexane solution of n-butyl lithium (2.1 ml, 5.25×10-3 mole). After 15-20 minutes at -78° C., a solution of 1-[2-(4-methoxyphenyl)ethyl]-4-piperidinecarboxylic acid, methyl ester (1.39 g, 5.01×10-3 mole) and dry THF (6 ml) was added dropwise via syringe. After 5-10 minutes, the cooling bath was removed and the reaction was allowed to warm. A... Reactants: C1(CC1)C=1C(=CC(=NC1)C(=O)NC(COCC1=CC=CC=C1)(C)C1=NOC(=N1)C)OCC(F)(F)F (5-cyclopropyl-N-[2-(5-methyl-1,2,4-oxadiazol-3-yl)-1-phenylmethoxypropan-2-yl]-4-(2,2,2-trifluoroethoxy)pyridine-2-carboxamide), solution, B(Br)(Br)Br (boron tribromide). Run in ClCCl (dichloromethane), ClCCl (dichloromethane), ClCCl (dichloromethane). Run at temperature 0 celsius, time 15 minute. Yields the product C1(CC1)C=1C(=CC(=NC1)C(=O)NC(CO)(C)C1=NOC(=N1)C)OCC(F)(F)F (5-cyclopropyl-N-[1-hydroxy-2-(5-methyl-1,2,4-oxadiazol-3-yl)propan-2-yl]-4-(2,2,2-trifluoroethoxy)pyridine-2-carboxamide). The yield is 84.8%. RXN SMILES: [CH:1]1([C:4]2[C:5]([O:30][CH2:31][C:32]([F:35])([F:34])[F:33])=[CH:6][C:7]([C:10]([NH:12][C:13]([C:24]3[N:28]=[C:27]([CH3:29])[O:26][N:25]=3)([CH3:23])[CH2:14][O:15]CC3C=CC=CC=3)=[O:11])=[N:8][CH:9]=2)[CH2:3][CH2:2]1.B(Br)(Br)Br>ClCCl>[CH:1]1([C:4]2[C:5]([O:30][CH2:31][C:32]([F:33])([F:35])[F:34])=[CH:6][C:7]([C:10]([NH:12][C:13]([C:24]3[N:28]=[C:27]([CH3:29])[O:26][N:25]=3)([CH3:23])[CH2:14][OH:15])=[O:11])=[N:8][CH:9]=2)[CH2:3][CH2:2]1. Procedure: To a solution of 5-cyclopropyl-N-[2-(5-methyl-1,2,4-oxadiazol-3-yl)-1-phenylmethoxypropan-2-yl]-4-(2,2,2-trifluoroethoxy)pyridine-2-carboxamide (example 112e, 570 mg, 1.16 mmol) in dry dichloromethane (6 ml) cooled down to 0° C. under an argon atmosphere was added a 1.0M solution of boron tribromide in dichloromethane (1.28 ml, 1.28 mmol). The reaction mixture was stirred at 0° C. for 15 minutes followed by stirring at room temperature for 1 hour. The reaction was diluted with dichloromethane, q... Reactants: C(#N)N=C(NCCSCC1=NSC(=N1)NC(=N)N)NC (3-[-2-(2-cyano-3-methylguanidino)ethylthiomethyl]-5-guanidino-1,2,4-thiadiazole), [OH-].[Na+] (sodium hydroxide). The solvent is Cl (hydrochloric acid). Product: N(C(=N)N)C1=NC=NS1 (5-guanidino-1,2,4-thiadiazole). RXN SMILES: C(N=C(NC)NCCSC[C:10]1[N:14]=[C:13]([NH:15][C:16]([NH2:18])=[NH:17])[S:12][N:11]=1)#N.[OH-].[Na+]>Cl>[NH:15]([C:13]1[S:12][N:11]=[CH:10][N:14]=1)[C:16]([NH2:18])=[NH:17] |f:1.2|. Procedure details: A mixture of 3-[-2-(2-cyano-3-methylguanidino)ethylthiomethyl]-5-guanidino-1,2,4-thiadiazole (0.2 g.) and 1 N hydrochloric acid (50 ml.) was heated under reflux for 30 minutes, cooled, neutralised with 1 N sodium hydroxide and extracted with ethyl acetate (6×25 ml.). The combined extracts were dried (MgSO4) and evaporated in vacuo to a white solid which was dissolved in ethanol (3 ml.) and added to a solution of oxalic acid (0.071 g.) in ethanol (2 ml.). The precipitated solid was filtered off, ... Starting materials: C(#N)C1(C(C1)C(=C)C)C(=O)OC (methyl 1-cyano-2-(1-methylethenyl)cyclopropane-1-carboxylate). Run in C1(=CC=CC=C1)C (toluene). Yields the product C(#N)C1(CC(=CC1)C)C(=O)OC (Methyl 1-cyano-3-methylcylopent-3-ene-1-carboxylate). The yield is 79.3%. Reaction SMILES: [C:1]([C:3]1([C:9]([O:11][CH3:12])=[O:10])[CH2:5][CH:4]1[C:6]([CH3:8])=[CH2:7])#[N:2]>C1(C)C=CC=CC=1>[C:1]([C:3]1([C:9]([O:11][CH3:12])=[O:10])[CH2:5][CH:4]=[C:6]([CH3:7])[CH2:8]1)#[N:2]. Reported procedure: A solution of 41.0 g of methyl 1-cyano-2-(1-methylethenyl)cyclopropane-1-carboxylate in 300 ml of toluene was passed through a pyrolysis column packed with glass helices and held at 425° C. A nitrogen flow rate was chosen which resulted in a contact time of 1-2 sec and the pyrolysate was collected in a dry ice-isopropyl alcohol cooled flask. The toluene solution was washed with 300 ml of saturated aqueous sodium bicarbonate and 300 ml of saturated sodium chloride solution, dried (MgSO4), and con... Isolated yield 49.4%. Run at time 12 hour. The reactants are B(Br)(Br)Br.ClCCl (boron tribromide dichloromethane), ClC=1C=CC(=C(C=CC2=CC=CC=C2)C1)OC (5-chloro-2-methoxy-β-phenylstyrene). RXN SMILES: B(Br)(Br)Br.ClCCl.[Cl:8][C:9]1[CH:10]=[CH:11][C:12]([O:23]C)=[C:13]([CH:22]=1)[CH:14]=[CH:15][C:16]1[CH:21]=[CH:20][CH:19]=[CH:18][CH:17]=1>ClCCl.C(OCC)(=O)C>[Cl:8][C:9]1[CH:10]=[CH:11][C:12]([OH:23])=[C:13]([CH:14]=[CH:15][C:16]2[CH:17]=[CH:18][CH:19]=[CH:20][CH:21]=2)[CH:22]=1 |f:0.1|. Reported procedure: Under argon atmosphere, 1 mol/L boron tribromide/dichloromethane solution (0.5 mL, 0.5 mmol) was added to a solution of 5-chloro-2-methoxy-β-phenylstyrene (80 mg, 0.3 mmol) in dichloromethane (2 mL) at room temperature, and the mixture was stirred for 12 hours. The reaction mixture was diluted with ethyl acetate (15 mL), and after it was washed successively with water and brine, dried over anhydrous sodium sulfate, the residue obtained by evaporation of the solvent under reduced pressure was pur... Product: ClC1=CC(=C(C=C1)O)C=CC1=CC=CC=C1 (4-Chloro-2-styrylphenol). Solvent: ClCCl (dichloromethane), C(C)(=O)OCC (ethyl acetate). Reactants: [Br-], O=C([O-])O, CC[Mg+], CCOCC, ClCc1cccc(OCc2ccc3ccccc3n2)c1, Cl, [Na+], C1CCOC1, c1ccc2[nH]ccc2c1. Product: c1cc(Cc2c[nH]c3ccccc23)cc(OCc2ccc3ccccc3n2)c1. Reaction SMILES: [Br-:10].[C:35](=[O:36])([OH:37])[O-:38].[CH2:11]([Mg+:12])[CH3:13].[CH2:45]([O:46][CH2:47][CH3:48])[CH3:49].[Cl:15][CH2:16][c:17]1[cH:18][c:19]([O:20][CH2:21][c:22]2[n:23][c:24]3[cH:25][cH:26][cH:27][cH:28][c:29]3[cH:30][cH:31]2)[cH:32][cH:33][cH:34]1.[ClH:14].[Na+:39].[O:40]1[CH2:41][CH2:42][CH2:43][CH2:44]1.[nH:1]1[cH:2][cH:3][c:4]2[cH:5][cH:6][cH:7][cH:8][c:9]12>>[nH:1]1[cH:2][c:3]([CH2:16][c:17]2[cH:18][c:19]([O:20][CH2:21][c:22]3[n:23][c:24]4[cH:25][cH:26][cH:27][cH:28][c:29]4[cH:30][cH:31]3)[cH:32][cH:33][cH:34]2)[c:4]2[cH:5][cH:6][cH:7][cH:8][c:9]12. Reactants: CCOC(=O)N1CCN(CC(=O)OC)CC1, COC(OC)N(C)C, CN(C)C=O. Product: CCOC(=O)N1CCN(C(=CN(C)C)C(=O)OC)CC1. Reaction SMILES: [CH2:1]([CH3:2])[O:3][C:4](=[O:5])[N:6]1[CH2:7][CH2:8][N:9]([CH2:12][C:13](=[O:14])[O:15][CH3:16])[CH2:10][CH2:11]1.[CH3:17][O:18][CH:19]([N:20]([CH3:21])[CH3:22])[O:23][CH3:24].[O:25]=[CH:26][N:27]([CH3:28])[CH3:29]>>[CH2:1]([CH3:2])[O:3][C:4](=[O:5])[N:6]1[CH2:7][CH2:8][N:9]([C:12]([C:13](=[O:14])[O:15][CH3:16])=[CH:19][N:20]([CH3:21])[CH3:22])[CH2:10][CH2:11]1.